Dataset: the Open Reaction Database (ORD), a public repository of structured organic reaction records. Task: describe an organic reaction: reactants, conditions, products, and yield The reactants are N1C=NC(=C1)C(C)(C)O (2-(1H-imidazol-4-yl)propan-2-ol), C(C)NC(=O)NC=1SC2=C(N1)C=C(C=C2C2=NC=CC=C2)C=2C=NC(=NC2)C(C)(C)O (1-Ethyl-3-(5-(2-(2-hydroxypropan-2-yl)pyrimidin-5-yl)-7-(pyridin-2-yl)benzo[d]thiazol-2-yl)urea). Solvent: N1=CC=CC=C1 (pyridine). Run at temperature 80 celsius, time 280 minute. The product is C(C)NC(=O)NC=1SC2=C(N1)C=C(C=C2C2=NC=CC=C2)N2C=NC(=C2)C(C)(C)O (1-ethyl-3-(5-(4-(2-hydroxypropan-2-yl)-1H-imidazol-1-yl)-7-(pyridin-2-yl)benzo[d]thiazol-2-yl)urea). As a reaction SMILES: [NH:1]1[CH:5]=[C:4]([C:6]([OH:9])([CH3:8])[CH3:7])[N:3]=[CH:2]1.[CH2:10]([NH:12][C:13]([NH:15][C:16]1[S:17][C:18]2[C:24]([C:25]3[CH:30]=[CH:29][CH:28]=[CH:27][N:26]=3)=[CH:23][C:22](C3C=NC(C(O)(C)C)=NC=3)=[CH:21][C:19]=2[N:20]=1)=[O:14])[CH3:11]>N1C=CC=CC=1>[CH2:10]([NH:12][C:13]([NH:15][C:16]1[S:17][C:18]2[C:24]([C:25]3[CH:30]=[CH:29][CH:28]=[CH:27][N:26]=3)=[CH:23][C:22]([N:1]3[CH:5]=[C:4]([C:6]([OH:9])([CH3:8])[CH3:7])[N:3]=[CH:2]3)=[CH:21][C:19]=2[N:20]=1)=[O:14])[CH3:11]. Reported procedure: Compound i (74 mg) and Intermediate 1 (100 mg) were suspended in pyridine with 4 Å mol. sieves. The mixture was degassed and flushed with oxygen and Cu(OAc)2.H2O added. The mixture was again degassed and flushed with oxygen then left stirring at 80° C. for 280 min. The reaction was quenched by adding NH4Cl sat. and diluted with EtOAc and H2O. The mixture was extracted with EtOAc and the organics combined, dried (Na2SO4) and evaporated to dryness. Purification by chromatography on silica, eluting... The reactants are COC(=O)c1cc(F)c(CN)nc1Nc1ccc([Si](C)(C)C)cc1F, CC(=O)OC(C)=O, O=CO. RXN SMILES: [CH3:1][O:2][C:3]([c:4]1[c:5]([NH:13][c:14]2[c:15]([F:24])[cH:16][c:17]([Si:20]([CH3:21])([CH3:22])[CH3:23])[cH:18][cH:19]2)[n:6][c:7]([CH2:11][NH2:12])[c:8]([F:10])[cH:9]1)=[O:25].[CH3:26][C:27](=[O:28])[O:29][C:30](=[O:31])[CH3:32].[CH:33]([OH:34])=[O:35]>>[CH3:1][O:2][C:3]([c:4]1[c:5]([NH:13][c:14]2[c:15]([F:24])[cH:16][c:17]([Si:20]([CH3:21])([CH3:22])[CH3:23])[cH:18][cH:19]2)[n:6][c:7]([CH2:11][NH:12][CH:27]=[O:28])[c:8]([F:10])[cH:9]1)=[O:25]. The product is COC(=O)c1cc(F)c(CNC=O)nc1Nc1ccc([Si](C)(C)C)cc1F. Product: CN(C)CCCC1c2ccccc2CC1O. Reactants: B, CN(C)CCCC1C=Cc2ccccc21, CCO, Cl, [Na+], C1CCOC1, [OH-], O, OO. Reaction SMILES: [BH3:16].[CH3:1][N:2]([CH2:3][CH2:4][CH2:5][CH:6]1[CH:7]=[CH:8][c:9]2[cH:10][cH:11][cH:12][cH:13][c:14]21)[CH3:15].[CH3:28][CH2:29][OH:30].[ClH:21].[Na+:18].[O:22]1[CH2:23][CH2:24][CH2:25][CH2:26]1.[OH-:17].[OH2:27].[OH:19][OH:20]>>[CH3:1][N:2]([CH2:3][CH2:4][CH2:5][CH:6]1[CH:7]([OH:17])[CH2:8][c:9]2[cH:10][cH:11][cH:12][cH:13][c:14]21)[CH3:15]. Reactants: BrCCCC1=CC(=CC=C1)C (1-(3-bromopropyl)-3-methylbenzene), (1R)-1-naphthyl ethylamine, C(C1=CC=CC=C1)=O (benzaldehyde), CCCCCCC (n-heptane), CN1C(CCC1)=O (N-methyl-2-pyrrolidinone). Conditions: temperature 27.5 celsius, time 1.5 hour. Yields the product CC=1C=C(C=CC1)CCCN[C@H](C)C1=CC=CC2=CC=CC=C12 (3-(3-Methylphenyl)-N-[(1R)-1-(1-Naphthyl) Ethyl]Propan-1-Amine). Reaction SMILES: [CH:1](=O)[C:2]1[CH:7]=[CH:6][CH:5]=[CH:4][CH:3]=1.C[N:10]1C[CH2:13][CH2:12][C:11]1=O.BrCCC[C:20]1[CH:25]=[CH:24][CH:23]=[C:22](C)C=1.[CH3:27][CH2:28][CH2:29][CH2:30][CH2:31][CH2:32][CH3:33]>>[CH3:1][C:2]1[CH:7]=[C:6]([CH2:13][CH2:12][CH2:11][NH:10][C@@H:28]([C:29]2[C:22]3[C:33](=[CH:20][CH:25]=[CH:24][CH:23]=3)[CH:32]=[CH:31][CH:30]=2)[CH3:27])[CH:5]=[CH:4][CH:3]=1. Reported procedure: To a stirred solution of (1R)-1-naphthyl ethylamine (2, 10 g, 0.058 mol) was added the benzaldehyde (3, 17.04 g, 0.058 mol) and stirred at 25-30° C. for 1-2 h. After completion of the reaction (by HPLC) N-methyl-2-pyrrolidinone (30 mL) was added to the mixture and stirred for 15-20 min followed by addition of 1-(3-bromopropyl)-3-methylbenzene (18.68 g, 0.087 mol). The temperature of reaction mass was raised to 125-130° C. and maintained until completion of the reaction (by HPLC). The reaction ma... Reported procedure: To a mixture of 0.1 g of 5-[3-bromo-1-(tert-butyl-dimethyl-silyl)-1H-indole-6-carbonyl]-2-chloro-N-(tert-butyl-dimethyl-silyl)-benzenesulfonamide, 0.095 g of crude (2-methyl-4-pyridinyl)-boronic acid and 0.025 g of 1,1′-bis(diphenylphosphino)-ferrocenedichloropalladium(II)-dichloromethane complex in dimethoxyethane (3.6 mL) is added 0.099 g of tri-potassium phosphate in water (1.2 mL). The solution is heated to 130° C. for 5 minutes (microwave irradiation). The reaction mixture is extracted with... Product: ClC1=C(C=C(C=C1)C(=O)C1=CC=C2C(=CNC2=C1)C1=CC(=NC=C1)C)S(=O)(=O)N (2-chloro-5-[3-(2-methyl-pyridin-4-yl)-1H-indole-6-carbonyl]-benzenesulfonamide). Conditions: temperature 130 celsius. The reactants are BrC1=CN(C2=CC(=CC=C12)C(=O)C=1C=CC(=C(C1)S(=O)(=O)N[Si](C)(C)C(C)(C)C)Cl)[Si](C)(C)C(C)(C)C (5-[3-bromo-1-(tert-butyl-dimethyl-silyl)-1H-indole-6-carbonyl]-2-chloro-N-(tert-butyl-dimethyl-silyl)-benzenesulfonamide), CC1=NC=CC(=C1)B(O)O ((2-methyl-4-pyridinyl)-boronic acid), P(=O)([O-])([O-])[O-].[K+].[K+].[K+] (tri-potassium phosphate). As a reaction SMILES: Br[C:2]1[C:10]2[C:5](=[CH:6][C:7]([C:11]([C:13]3[CH:14]=[CH:15][C:16]([Cl:30])=[C:17]([S:19]([NH:22][Si](C(C)(C)C)(C)C)(=[O:21])=[O:20])[CH:18]=3)=[O:12])=[CH:8][CH:9]=2)[N:4]([Si](C(C)(C)C)(C)C)[CH:3]=1.[CH3:38][C:39]1[CH:44]=[C:43](B(O)O)[CH:42]=[CH:41][N:40]=1.P([O-])([O-])([O-])=O.[K+].[K+].[K+]>C(COC)OC.O>[Cl:30][C:16]1[CH:15]=[CH:14][C:13]([C:11]([C:7]2[CH:6]=[C:5]3[C:10]([C:2]([C:43]4[CH:42]=[CH:41][N:40]=[C:39]([CH3:38])[CH:44]=4)=[CH:3][NH:4]3)=[CH:9][CH:8]=2)=[O:12])=[CH:18][C:17]=1[S:19]([NH2:22])(=[O:20])=[O:21] |f:2.3.4.5|. The solvent is C(OC)COC (dimethoxyethane), O (water). The reactants are CO, BrC(c1ccccc1)c1ccccc1, O=C1c2ccc(O)cc2OCC1Cc1cccnc1. The product is O=C1c2ccc(OC(c3ccccc3)c3ccccc3)cc2OCC1Cc1cccnc1. RXN SMILES: [CH3:34][OH:35].[CH:1]([c:2]1[cH:3][cH:4][cH:5][cH:6][cH:7]1)([c:8]1[cH:9][cH:10][cH:11][cH:12][cH:13]1)[Br:14].[OH:15][c:16]1[cH:17][cH:18][c:19]2[c:24]([cH:25]1)[O:23][CH2:22][CH:21]([CH2:26][c:27]1[cH:28][n:29][cH:30][cH:31][cH:32]1)[C:20]2=[O:33]>>[CH:1]([c:2]1[cH:3][cH:4][cH:5][cH:6][cH:7]1)([c:8]1[cH:9][cH:10][cH:11][cH:12][cH:13]1)[O:15][c:16]1[cH:17][cH:18][c:19]2[c:24]([cH:25]1)[O:23][CH2:22][CH:21]([CH2:26][c:27]1[cH:28][n:29][cH:30][cH:31][cH:32]1)[C:20]2=[O:33]. Yields the product Cl, CC(N)C(=O)N(C)C. Starting materials: CC(NC(=O)OC(C)(C)C)C(=O)N(C)C, Cl, C1COCCO1. RXN SMILES: [C:1]([O:2][C:3](=[O:4])[NH:7][CH:8]([CH3:9])[C:10]([N:11]([CH3:12])[CH3:13])=[O:14])([CH3:5])([CH3:6])[CH3:15].[ClH:16].[O:17]1[CH2:18][CH2:19][O:20][CH2:21][CH2:22]1>>[ClH:16].[NH2:7][CH:8]([CH3:9])[C:10]([N:11]([CH3:12])[CH3:13])=[O:14]. As a reaction SMILES: [Br:1][C:2]1[CH:27]=[CH:26][C:5]([CH2:6][C:7]23[C:15](=[O:16])[N:14]([C:17]4[CH:22]=[C:21]([Cl:23])[CH:20]=[C:19]([Cl:24])[CH:18]=4)[C:13](=[O:25])[N:12]2[CH2:11][CH2:10][NH:9][CH2:8]3)=[CH:4][CH:3]=1.[CH2:28]=O>C(O)=O.O.CCOC(C)=O>[CH3:28][N:9]1[CH2:8][C:7]2([CH2:6][C:5]3[CH:26]=[CH:27][C:2]([Br:1])=[CH:3][CH:4]=3)[N:12]([C:13](=[O:25])[N:14]([C:17]3[CH:22]=[C:21]([Cl:23])[CH:20]=[C:19]([Cl:24])[CH:18]=3)[C:15]2=[O:16])[CH2:11][CH2:10]1. Run in C(=O)O (formic acid), O (water), CCOC(=O)C (EtOAc). Starting materials: BrC1=CC=C(CC23CNCCN3C(N(C2=O)C2=CC(=CC(=C2)Cl)Cl)=O)C=C1 (6-(4-bromobenzyl)-8-(3,5-dichlorophenyl)-1,4,8-triazabicyclo[4.3.0]nonane-7,9-dione), C=O (formaldehyde). Procedure: To a solution of 6-(4-bromobenzyl)-8-(3,5-dichlorophenyl)-1,4,8-triazabicyclo[4.3.0]nonane-7,9-dione (0.072 g) in formic acid (0.40 mL) and water (0.10 mL) was added 37% formaldehyde (0.050 mL). After 1 hour at reflux, the reaction mixture was diluted with EtOAc and the solution washed with aqueous NaHCO3, and brine, dried (Na2SO4), filtered, and concentrated to yield the titled compound (74.3 g). MS (m/z) 482 (MH+). mp 221° C. The product is CN1CCN2C(N(C(C2(C1)CC1=CC=C(C=C1)Br)=O)C1=CC(=CC(=C1)Cl)Cl)=O (4-Methyl-6-(4-bromobenzyl)-8-(3,5-dichloro-phenyl)-1,4,8-triazabicyclo[4.3.0]nonane-7,9-dione). Starting materials: CC=1C=CC(=NC1)[C@H](C)NC(=O)[C@@H]1[C@H](C1)C1=CC=CC=C1 ((1S,2S)-2-Phenyl-cyclopropanecarboxylic acid [(S)-1-(5-methyl-pyridin-2-yl)ethyl]-amide), Cl.C(C)OC1=CC=C(C=N1)[C@H](C)N ((S)-1-(6-ethoxy-pyridin-3-yl)-ethylamine hydrochloride). Yields the product C(C)OC1=CC=C(C=N1)[C@H](C)NC(=O)[C@@H]1[C@H](C1)C1=CC=CC=C1 ((1S,2S)-2-Phenyl-cyclopropanecarboxylic acid [(5)-1-(6-ethoxy-pyridin-3-yl)-ethyl]-amide). Reaction SMILES: CC1C=CC([C@@H](N[C:11]([C@H:13]2[CH2:15][C@@H:14]2[C:16]2[CH:21]=[CH:20][CH:19]=[CH:18][CH:17]=2)=[O:12])C)=NC=1.Cl.[CH2:23]([O:25][C:26]1[N:31]=[CH:30][C:29]([C@@H:32]([NH2:34])[CH3:33])=[CH:28][CH:27]=1)[CH3:24]>>[CH2:23]([O:25][C:26]1[N:31]=[CH:30][C:29]([C@@H:32]([NH:34][C:11]([C@H:13]2[CH2:15][C@@H:14]2[C:16]2[CH:21]=[CH:20][CH:19]=[CH:18][CH:17]=2)=[O:12])[CH3:33])=[CH:28][CH:27]=1)[CH3:24] |f:1.2|. Reported procedure: Prepared analogously to Compound 2 using IM46 and commercially available (S)-1-(6-ethoxy-pyridin-3-yl)-ethylamine hydrochloride (Supplier Sial Gmbh, Catalog No 528261-HCl, Lot no LNA098). Yield=0.30 g (39%). 1H NMR (500 MHz, DMSO) δ 8.54 (d, 1H), 8.08 (s, 1H), 7.62 (d, 1H), 7.27 (m, 2H), 7.16 (m, 1H), 7.12 (d, 2H), 6.73 (d, 1H), 4.92 (m, 1H), 4.25 (q, 2H), 2.20 (m, 1H), 1.91 (m, 1H), 1.35 (m, 4H), 1.30 (t, 3H), 1.19 (m, 1H). LC-MS (m/z) 311.4 (MH+), tR=1.45 min (method A). Starting materials: N([C@@H](CC(N)=O)C(=O)N[C@@H](CC(C)C)C(=O)NCC(=O)OCC1=CC=CC=C1)C(=O)OC(C)(C)C (Boc-Asn-Leu-Gly-OBzl), [H][H] (hydrogen). The reagents and catalysts are [Pd] (Palladium on carbon). Solvent: C(C)O (ethanol). Yields the product N([C@@H](CC(N)=O)C(=O)N[C@@H](CC(C)C)C(=O)NCC(=O)O)C(=O)OC(C)(C)C (Boc-Asn-Leu-Gly-OH). As a reaction SMILES: [NH:1]([C:29]([O:31][C:32]([CH3:35])([CH3:34])[CH3:33])=[O:30])[C@H:2]([C:7]([NH:9][C@H:10]([C:15]([NH:17][CH2:18][C:19]([O:21]CC1C=CC=CC=1)=[O:20])=[O:16])[CH2:11][CH:12]([CH3:14])[CH3:13])=[O:8])[CH2:3][C:4](=[O:6])[NH2:5].[H][H]>C(O)C.[Pd]>[NH:1]([C:29]([O:31][C:32]([CH3:34])([CH3:33])[CH3:35])=[O:30])[C@H:2]([C:7]([NH:9][C@H:10]([C:15]([NH:17][CH2:18][C:19]([OH:21])=[O:20])=[O:16])[CH2:11][CH:12]([CH3:14])[CH3:13])=[O:8])[CH2:3][C:4](=[O:6])[NH2:5]. Procedure: The crude Boc-Asn-Leu-Gly-OBzl was suspended in 2.0 l 50% ethanol. Addition of 10 g 10% Palladium on carbon and hydrogenation for one hour at 3 bar hydrogen pressure under stirring. The crude solution was filtrated and pH adjusted to 3.0 with a 1N sodium hydrochloric acid solution. Removal of ethanol under vacuum at 40° C. resulted in crystallisation of product. Filtration and drying under vacuum at 40° C. for 2 days gave the pure product. Yield 72.3 g (58%).